The task is: describe an organic reaction: reactants, conditions, products, and yield. This data is from the Open Reaction Database (ORD), a public repository of structured organic reaction records. Starting materials: O.C(C=O)(=O)O (glyoxylic acid hydrate), Cl.N1CCCCC1 (piperidine hydrochloride), O1CCOCC1 (dioxane), C1OC=2C=C(C=CC2O1)CCC=O (3-(3,4-Methylenedioxyphenyl)propionaldehyde). Run in O (water). Conditions: time 1 hour. Product: OC1C(=CC(O1)=O)CC1=CC2=C(C=C1)OCO2 (5-Hydroxy-4-([3,4-methylenedioxyphenyl]methyl)-2(5H)-furanone). The yield is 28.5%. As a reaction SMILES: O.[C:2]([OH:6])(=[O:5])[CH:3]=O.Cl.N1CCCCC1.O1CCOCC1.[CH2:20]1[O:28][C:27]2[CH:26]=[CH:25][C:24]([CH2:29][CH2:30][CH:31]=[O:32])=[CH:23][C:22]=2[O:21]1>O>[OH:32][CH:31]1[O:6][C:2](=[O:5])[CH:3]=[C:30]1[CH2:29][C:24]1[CH:25]=[CH:26][C:27]2[O:28][CH2:20][O:21][C:22]=2[CH:23]=1 |f:0.1,2.3|. Procedure: 2.5 g (0.027 mol) of glyoxylic acid hydrate, 3.2 g (0.027 mol) of piperidine hydrochloride, and 30 mL of dioxane were mixed with stirring, whereupon water was added in dropwise fashion until a homogeneous solution resulted. 3-(3,4-Methylenedioxyphenyl)propionaldehyde (4.8 g, 0.027 mol) was then introduced and the solution allowed to stir at room temperature for 1 hour, then heated at reflux for 48 hours. At the end of this time the solution was concentrated, diluted with water, and extracted wit...